Dataset: the Open Reaction Database (ORD), a public repository of structured organic reaction records. Task: describe an organic reaction: reactants, conditions, products, and yield Reactants: COC(=O)C=1C=C(C(=O)O)C=C(C1)I (3-methoxycarbonyl-5-iodobenzoic acid), N (ammonia). Run in S(=O)(Cl)Cl (thionyl chloride). Conditions: temperature 0 celsius, time 1 hour. Yields the product COC(=O)C=1C=C(C(=O)N)C=C(C1)I (3-methoxycarbonyl-5-iodobenzamide). The yield is 81.9%. As a reaction SMILES: [CH3:1][O:2][C:3]([C:5]1[CH:6]=[C:7]([CH:11]=[C:12]([I:14])[CH:13]=1)[C:8](O)=[O:9])=[O:4].[NH3:15]>S(Cl)(Cl)=O>[CH3:1][O:2][C:3]([C:5]1[CH:6]=[C:7]([CH:11]=[C:12]([I:14])[CH:13]=1)[C:8]([NH2:15])=[O:9])=[O:4]. Procedure: A solution of 3-methoxycarbonyl-5-iodobenzoic acid (3 g, 10 mmol) in thionyl chloride (2 mL) was heated for 2 hours at 60° C. The reaction mixture was cooled and concentrated in vacuo. The intermediate acid chloride was then diluted with tetrahydrofuran (10 mL) and cooled to 0° C. The mixture was then treated with a solution of 2M ammonia (20 mL, 40 mmol, methanol) and the reaction stirred for 1 hour at 0° C. The mixture was then filtered and the solvent removed in vacuo. Recrystallization from ... Reactants: O=Cc1ccc(OCc2ccccc2)c2c1CCCC2, CCOC(=O)CP(=O)(OCC)OCC, CCO, Cl. Product: CCOC(=O)C=Cc1ccc(OCc2ccccc2)c2c1CCCC2. Reaction SMILES: [CH2:1]([c:2]1[cH:3][cH:4][cH:5][cH:6][cH:7]1)[O:8][c:9]1[cH:10][cH:11][c:12]([CH:19]=[O:20])[c:13]2[c:18]1[CH2:17][CH2:16][CH2:15][CH2:14]2.[CH3:21][CH2:22][O:23][C:24](=[O:25])[CH2:26][P:27]([O:28][CH2:29][CH3:30])([O:31][CH2:32][CH3:33])=[O:34].[CH3:36][CH2:37][OH:38].[ClH:35]>>[CH2:1]([c:2]1[cH:3][cH:4][cH:5][cH:6][cH:7]1)[O:8][c:9]1[cH:10][cH:11][c:12]([CH:19]=[CH:26][C:24]([O:23][CH2:22][CH3:21])=[O:25])[c:13]2[c:18]1[CH2:17][CH2:16][CH2:15][CH2:14]2. Starting materials: ClC=1C=CC(=C(CN(CC)C2=CC=C(N=N2)C(=O)O)C1)OCC1CC1 (6-[N-(5-Chloro-2-(cyclopropylmethoxy)benzyl)-N-ethylamino]pyridazine-3-carboxylic Acid), FC(S(=O)(=O)N)(F)F (trifluoromethanesulphonamide). Product: FC(S(=O)(=O)NC(=O)C=1N=NC(=CC1)N(CC)CC1=C(C=CC(=C1)Cl)OCC1CC1)(F)F (N-Trifluoromethanesulphonyl-6-[N-(5-Chloro-2-cyclopropylmethoxybenzyl)-N-ethylamino]pyridazine-3-carboxamide). The yield is 18.0%. RXN SMILES: [Cl:1][C:2]1[CH:3]=[CH:4][C:5]([O:21][CH2:22][CH:23]2[CH2:25][CH2:24]2)=[C:6]([CH:20]=1)[CH2:7][N:8]([C:11]1[N:16]=[N:15][C:14]([C:17](O)=[O:18])=[CH:13][CH:12]=1)[CH2:9][CH3:10].[F:26][C:27]([F:33])([F:32])[S:28]([NH2:31])(=[O:30])=[O:29]>>[F:26][C:27]([F:33])([F:32])[S:28]([NH:31][C:17]([C:14]1[N:15]=[N:16][C:11]([N:8]([CH2:7][C:6]2[CH:20]=[C:2]([Cl:1])[CH:3]=[CH:4][C:5]=2[O:21][CH2:22][CH:23]2[CH2:25][CH2:24]2)[CH2:9][CH3:10])=[CH:12][CH:13]=1)=[O:18])(=[O:30])=[O:29]. Procedure: The title compound was prepared from 6-[N-(5-chloro-2-cyclopropylmethoxybenzyl)-N-ethylamino]pyridazine-3-carboxylic acid (example 22) and trifluoromethanesulphonamide using a similar method to that of example 7. (Yield 18%). m.p. 150°-dec.